From a dataset of the Open Reaction Database (ORD), a public repository of structured organic reaction records. describe an organic reaction: reactants, conditions, products, and yield The reactants are CCCCOCCOc1ccc(-c2ccc3c(c2)C=C(C(=O)O)CCCN3CC(C)C)cc1, CCCn1cnc(C)c1CSc1ccc(N)cc1C, CN(C)C=O, C1CCOC1, O, O=S(Cl)Cl, c1ccncc1. The product is CCCCOCCOc1ccc(-c2ccc3c(c2)C=C(C(=O)Nc2ccc(SCc4c(C)ncn4CCC)c(C)c2)CCCN3CC(C)C)cc1. RXN SMILES: [CH2:1]([CH2:2][CH2:3][CH3:4])[O:5][CH2:6][CH2:7][O:8][c:9]1[cH:10][cH:11][c:12](-[c:15]2[cH:16][cH:17][c:18]3[c:19]([cH:33]2)[CH:20]=[C:21]([C:30](=[O:31])[OH:32])[CH2:22][CH2:23][CH2:24][N:25]3[CH2:26][CH:27]([CH3:28])[CH3:29])[cH:13][cH:14]1.[CH3:43][c:44]1[cH:45][c:46]([NH2:47])[cH:48][cH:49][c:50]1[S:51][CH2:52][c:53]1[c:54]([CH3:61])[n:55][cH:56][n:57]1[CH2:58][CH2:59][CH3:60].[O:34]=[CH:35][N:36]([CH3:37])[CH3:38].[O:62]1[CH2:63][CH2:64][CH2:65][CH2:66]1.[OH2:73].[S:39]([Cl:40])([Cl:41])=[O:42].[cH:67]1[cH:68][cH:69][n:70][cH:71][cH:72]1>>[CH2:1]([CH2:2][CH2:3][CH3:4])[O:5][CH2:6][CH2:7][O:8][c:9]1[cH:10][cH:11][c:12](-[c:15]2[cH:16][cH:17][c:18]3[c:19]([cH:33]2)[CH:20]=[C:21]([C:30](=[O:31])[NH:47][c:46]2[cH:45][c:44]([CH3:43])[c:50]([S:51][CH2:52][c:53]4[c:54]([CH3:61])[n:55][cH:56][n:57]4[CH2:58][CH2:59][CH3:60])[cH:49][cH:48]2)[CH2:22][CH2:23][CH2:24][N:25]3[CH2:26][CH:27]([CH3:28])[CH3:29])[cH:13][cH:14]1. Reactants: O=C([O-])[O-], BrCc1ccccc1, CN(C)C=O, [K+], [K+], CCCn1c(=O)c2[nH]c(C3CCC(=O)C3)nc2n(CCC)c1=O, O. The product is CCCn1c(=O)c2c(nc(C3CCC(=O)C3)n2Cc2ccccc2)n(CCC)c1=O. Reaction SMILES: [C:24](=[O:25])([O-:26])[O-:27].[CH2:30]([c:31]1[cH:32][cH:33][cH:34][cH:35][cH:36]1)[Br:37].[CH3:39][N:40]([CH3:41])[CH:42]=[O:43].[K+:28].[K+:29].[O:1]=[C:2]1[CH2:3][CH:4]([c:7]2[n:8][c:9]3[n:10]([CH2:21][CH2:22][CH3:23])[c:11](=[O:20])[n:12]([CH2:17][CH2:18][CH3:19])[c:13](=[O:16])[c:14]3[nH:15]2)[CH2:5][CH2:6]1.[OH2:38]>>[O:1]=[C:2]1[CH2:3][CH:4]([c:7]2[n:8][c:9]3[n:10]([CH2:21][CH2:22][CH3:23])[c:11](=[O:20])[n:12]([CH2:17][CH2:18][CH3:19])[c:13](=[O:16])[c:14]3[n:15]2[CH2:30][c:31]2[cH:32][cH:33][cH:34][cH:35][cH:36]2)[CH2:5][CH2:6]1. Starting materials: CC(C)[Mg+], [Cl-], [Cl-], O=Cc1ccc(-c2cccc(C(F)(F)F)c2)o1, CCOC(=O)c1ccc(I)cc1, [NH4+], C1CCOC1. Product: CCOC(=O)c1ccc(C(O)c2ccc(-c3cccc(C(F)(F)F)c3)o2)cc1. RXN SMILES: [CH:14]([Mg+:15])([CH3:16])[CH3:17].[Cl-:13].[Cl-:35].[F:18][C:19]([c:20]1[cH:21][c:22](-[c:26]2[cH:27][cH:28][c:29]([CH:31]=[O:32])[o:30]2)[cH:23][cH:24][cH:25]1)([F:33])[F:34].[I:1][c:2]1[cH:3][cH:4][c:5]([C:6](=[O:7])[O:8][CH2:9][CH3:10])[cH:11][cH:12]1.[NH4+:36].[O:37]1[CH2:38][CH2:39][CH2:40][CH2:41]1>>[c:2]1([CH:31]([c:29]2[cH:28][cH:27][c:26](-[c:22]3[cH:21][c:20]([C:19]([F:18])([F:33])[F:34])[cH:25][cH:24][cH:23]3)[o:30]2)[OH:32])[cH:3][cH:4][c:5]([C:6](=[O:7])[O:8][CH2:9][CH3:10])[cH:11][cH:12]1. The reactants are CON(C(=O)C=1N=NN(C1C=1C=NC=CC1)CC1=CC(=CC(=C1)C(F)(F)F)C(F)(F)F)C (1-(3,5-bis-trifluoromethyl-benzyl)-5-pyridin-3-yl-1H-[1,2,3]triazole-4-carboxylic acid methoxy-methyl-amide), Cl (HCl), [Li]CCCC (BuLi), ClC1=C(C=CC=C1)N1C=NC=C1 (1-(2-chloro-phenyl)-1H-imidazole). The solvent is CCOCC (ether), CCOC(=O)C (EtOAc), C1CCOC1 (THF), C1CCOC1 (THF). Run at temperature -78 celsius, time 20 minute. Product: FC(C=1C=C(CN2N=NC(=C2C=2C=NC=CC2)C(=O)C=2N(C=CN2)C2=C(C=CC=C2)Cl)C=C(C1)C(F)(F)F)(F)F ([1-(3,5-bis-trifluoromethyl-benzyl)-5-pyridin-3-yl-1H-[1,2,3]triazol-4-yl]-[1-(2-chloro-phenyl)-1H-imidazol-2-yl]-methanone). Reaction SMILES: [Li]CCCC.[Cl:6][C:7]1[CH:12]=[CH:11][CH:10]=[CH:9][C:8]=1[N:13]1[CH:17]=[CH:16][N:15]=[CH:14]1.CON(C)[C:21]([C:23]1[N:24]=[N:25][N:26]([CH2:34][C:35]2[CH:40]=[C:39]([C:41]([F:44])([F:43])[F:42])[CH:38]=[C:37]([C:45]([F:48])([F:47])[F:46])[CH:36]=2)[C:27]=1[C:28]1[CH:29]=[N:30][CH:31]=[CH:32][CH:33]=1)=[O:22].Cl>C1COCC1.CCOCC.CCOC(C)=O>[F:44][C:41]([F:42])([F:43])[C:39]1[CH:40]=[C:35]([CH:36]=[C:37]([C:45]([F:46])([F:48])[F:47])[CH:38]=1)[CH2:34][N:26]1[C:27]([C:28]2[CH:29]=[N:30][CH:31]=[CH:32][CH:33]=2)=[C:23]([C:21]([C:14]2[N:13]([C:8]3[CH:9]=[CH:10][CH:11]=[CH:12][C:7]=3[Cl:6])[CH:17]=[CH:16][N:15]=2)=[O:22])[N:24]=[N:25]1. Procedure details: Add BuLi (0.80 mL, 1.28 mmol) to a −78° C. solution of 1-(2-chloro-phenyl)-1H-imidazole (200 mg, 1.12 mmol) in THF (3 mL). Stir at −78° C. for 20 min., then add a solution of 1-(3,5-bis-trifluoromethyl-benzyl)-5-pyridin-3-yl-1H-[1,2,3]triazole-4-carboxylic acid methoxy-methyl-amide (261 mg, 0.57 mmol) in THF (2 mL) via cannula. Stir the resulting solution at −78° C. for 10 min., then allow to warm to RT and stir for 2 h. Add 1N HCl (1.3 mL) and stir for 30 min. Dilute reaction with EtOAc (50 mL)... Procedure: 65 mg (0.12 mmol) of (2S)-3-(4-(2-methoxycarbonyl-ethyl)-benzoylamino)-2-(quinoline-8-sulfonylamino)-propionic acid tert-butyl ester was dissolved in 1 ml of dimethylformamide and 59 mg (0.6 mmol) of 2-amino-1,4,5,6-tetrahydropyrimidine was added. The reaction was stirred at room temperature for 20 hours. The solvent was removed in vacuo and the residue was chromatographed on silica gel eluting with dichloromethane/methanol (1/1), followed by dichloromethane/methanol/acetic acid/water (85/15/1.5... Product: C(C)(C)(C)OC([C@H](CNC(C1=CC=C(C=C1)CCC(NC=1NCCCN1)=O)=O)NS(=O)(=O)C=1C=CC=C2C=CC=NC12)=O ((2S)-2-(Quinoline-8-sulfonylamino)-3-(4-(2-(1,4,5,6-tetrahydropyrimidin-2-ylcarbamoyl)-ethyl)-benzoylamino)-propionic acid tert-butyl ester). Reaction conditions: time 20 hour. Solvent: CN(C=O)C (dimethylformamide). The reactants are C(C)(C)(C)OC([C@H](CNC(C1=CC=C(C=C1)CCC(=O)OC)=O)NS(=O)(=O)C=1C=CC=C2C=CC=NC12)=O ((2S)-3-(4-(2-methoxycarbonyl-ethyl)-benzoylamino)-2-(quinoline-8-sulfonylamino)-propionic acid tert-butyl ester), NC=1NCCCN1 (2-amino-1,4,5,6-tetrahydropyrimidine). Reaction SMILES: [C:1]([O:5][C:6](=[O:38])[C@@H:7]([NH:24][S:25]([C:28]1[CH:29]=[CH:30][CH:31]=[C:32]2[C:37]=1[N:36]=[CH:35][CH:34]=[CH:33]2)(=[O:27])=[O:26])[CH2:8][NH:9][C:10](=[O:23])[C:11]1[CH:16]=[CH:15][C:14]([CH2:17][CH2:18][C:19](OC)=[O:20])=[CH:13][CH:12]=1)([CH3:4])([CH3:3])[CH3:2].[NH2:39][C:40]1[NH:41][CH2:42][CH2:43][CH2:44][N:45]=1>CN(C)C=O>[C:1]([O:5][C:6](=[O:38])[C@@H:7]([NH:24][S:25]([C:28]1[CH:29]=[CH:30][CH:31]=[C:32]2[C:37]=1[N:36]=[CH:35][CH:34]=[CH:33]2)(=[O:26])=[O:27])[CH2:8][NH:9][C:10](=[O:23])[C:11]1[CH:16]=[CH:15][C:14]([CH2:17][CH2:18][C:19](=[O:20])[NH:39][C:40]2[NH:45][CH2:44][CH2:43][CH2:42][N:41]=2)=[CH:13][CH:12]=1)([CH3:4])([CH3:2])[CH3:3]. Starting materials: [Br-], CC1(C2(C=O)CC2)OCCO1, [Li]C, CCOCC, FC(F)(F)C(F)(F)C(F)(F)C(F)(F)I, [Li+]. Yields the product CC1(C2(C(O)C(F)(F)C(F)(F)C(F)(F)C(F)(F)F)CC2)OCCO1. As a reaction SMILES: [Br-:26].[CH3:1][C:2]1([C:7]2([CH:10]=[O:11])[CH2:8][CH2:9]2)[O:3][CH2:4][CH2:5][O:6]1.[CH3:28][Li:29].[CH3:30][CH2:31][O:32][CH2:33][CH3:34].[F:12][C:13]([C:14]([C:15]([C:16]([F:17])([F:18])[F:19])([F:20])[F:21])([F:22])[F:23])([F:24])[I:25].[Li+:27]>>[CH3:1][C:2]1([C:7]2([CH:10]([OH:11])[C:13]([F:12])([C:14]([C:15]([C:16]([F:17])([F:18])[F:19])([F:20])[F:21])([F:22])[F:23])[F:24])[CH2:8][CH2:9]2)[O:3][CH2:4][CH2:5][O:6]1. Reactants: BrCc1cccc(CBr)c1, O=C([O-])[O-], N#Cc1nc2ccc(O)cc2s1, CC(C)=O, [K+], [K+]. Product: N#Cc1nc2ccc(OCc3cccc(CBr)c3)cc2s1. As a reaction SMILES: [Br:19][CH2:20][c:21]1[cH:22][c:23]([CH2:27][Br:28])[cH:24][cH:25][cH:26]1.[C:13](=[O:14])([O-:15])[O-:16].[C:1](#[N:2])[c:3]1[s:4][c:5]2[c:6]([n:7]1)[cH:8][cH:9][c:10]([OH:12])[cH:11]2.[CH3:29][C:30](=[O:31])[CH3:32].[K+:17].[K+:18]>>[C:1](#[N:2])[c:3]1[s:4][c:5]2[c:6]([n:7]1)[cH:8][cH:9][c:10]([O:12][CH2:27][c:23]1[cH:22][c:21]([CH2:20][Br:19])[cH:26][cH:25][cH:24]1)[cH:11]2. The reactants are ClCCl, O=S(Cl)Cl, CC(C)(C)n1ncc(CO)c1-n1cccc1. Yields the product CC(C)(C)n1ncc(CCl)c1-n1cccc1. Reaction SMILES: [Cl:21][CH2:22][Cl:23].[S:17]([Cl:18])([Cl:19])=[O:20].[n:1]1(-[c:6]2[c:7]([CH2:15][OH:16])[cH:8][n:9][n:10]2[C:11]([CH3:12])([CH3:13])[CH3:14])[cH:2][cH:3][cH:4][cH:5]1>>[n:1]1(-[c:6]2[c:7]([CH2:15][Cl:19])[cH:8][n:9][n:10]2[C:11]([CH3:12])([CH3:13])[CH3:14])[cH:2][cH:3][cH:4][cH:5]1.